From a dataset of the Open Reaction Database (ORD), a public repository of structured organic reaction records. describe an organic reaction: reactants, conditions, products, and yield The reactants are C(#N)CN1N=CC(=C1)C(=O)OCC (ethyl 1-(cyanomethyl)-1H-pyrazole-4-carboxylate), C([O-])([O-])=O.[K+].[K+] (potassium carbonate), Cl.NO (hydroxylamine hydrochloride). The solvent is C(C)O (ethanol). Yields the product N\C(\CN1N=CC(=C1)C(=O)OCC)=N/O (ethyl 1-[(2Z)-2-amino-2-(hydroxyimino)ethyl]-1H-pyrazole-4-carboxylate). RXN SMILES: [C:1]([CH2:3][N:4]1[CH:8]=[C:7]([C:9]([O:11][CH2:12][CH3:13])=[O:10])[CH:6]=[N:5]1)#[N:2].C(=O)([O-])[O-].[K+].[K+].Cl.[NH2:21][OH:22]>C(O)C>[NH2:2]/[C:1](=[N:21]\[OH:22])/[CH2:3][N:4]1[CH:8]=[C:7]([C:9]([O:11][CH2:12][CH3:13])=[O:10])[CH:6]=[N:5]1 |f:1.2.3,4.5|. Procedure: The compound (1.6 g) obtained in Example 1a was suspended in ethanol (20 mL), and potassium carbonate (10.4 g) and hydroxylamine hydrochloride (5.2 g) were added. The reaction mixture was heated under reflux for 12 hr, and the insoluble material was removed by filtration. The solvent was evaporated under reduced pressure from the obtained filtrate to give the title compound as a bister solid. Reactants: CCC(Br)C(=O)OC, C=CCC1CC(c2cccc(Cl)c2)C(c2ccc(Cl)cc2)NC1=O, [H-], [Na+], CN(C)C=O. Product: C=CCC1CC(c2cccc(Cl)c2)C(c2ccc(Cl)cc2)N(C(CC)C(=O)OC)C1=O. RXN SMILES: [Br:27][CH:28]([C:29](=[O:30])[O:31][CH3:32])[CH2:33][CH3:34].[CH2:1]([CH:2]=[CH2:3])[CH:4]1[C:5](=[O:24])[NH:6][CH:7]([c:17]2[cH:18][cH:19][c:20]([Cl:23])[cH:21][cH:22]2)[CH:8]([c:10]2[cH:11][c:12]([Cl:16])[cH:13][cH:14][cH:15]2)[CH2:9]1.[H-:25].[Na+:26].[O:35]=[CH:36][N:37]([CH3:38])[CH3:39]>>[CH2:1]([CH:2]=[CH2:3])[CH:4]1[C:5](=[O:24])[N:6]([CH:28]([C:29](=[O:30])[O:31][CH3:32])[CH2:33][CH3:34])[CH:7]([c:17]2[cH:18][cH:19][c:20]([Cl:23])[cH:21][cH:22]2)[CH:8]([c:10]2[cH:11][c:12]([Cl:16])[cH:13][cH:14][cH:15]2)[CH2:9]1. Starting materials: C(C)OC(=O)C=1C(C=2C=C3C(=NC2N(C1)C)C(=C(C(=C3)F)F)F)=O (3-ethoxycarbonyl-7,8,9-trifluoro-1-methyl-4-oxo-1,4-dihydrobenzo[b][1,8]naphthyridine), C1(=CC=CC=C1)[C@H]1NCCNC1 ((R)-2-phenylpiperazine). Product: C(C)OC(=O)C=1C(C=2C=C3C(=NC2N(C1)C)C(=C(C(=C3)F)N3C[C@H](NCC3)C3=CC=CC=C3)F)=O ((R)-3-ethoxycarbonyl-7,9-difluoro-1-methyl-4-oxo-8-(3-phenyl-1-piperazinyl)-1,4-dihydrobenzo[b][1,8]naphthyridine). Yield: 59.2%. As a reaction SMILES: [CH2:1]([O:3][C:4]([C:6]1[C:7](=[O:24])[C:8]2[CH:9]=[C:10]3[CH:20]=[C:19]([F:21])[C:18](F)=[C:17]([F:23])[C:11]3=[N:12][C:13]=2[N:14]([CH3:16])[CH:15]=1)=[O:5])[CH3:2].[C:25]1([C@@H:31]2[CH2:36][NH:35][CH2:34][CH2:33][NH:32]2)[CH:30]=[CH:29][CH:28]=[CH:27][CH:26]=1>>[CH2:1]([O:3][C:4]([C:6]1[C:7](=[O:24])[C:8]2[CH:9]=[C:10]3[CH:20]=[C:19]([F:21])[C:18]([N:35]4[CH2:34][CH2:33][NH:32][C@H:31]([C:25]5[CH:30]=[CH:29][CH:28]=[CH:27][CH:26]=5)[CH2:36]4)=[C:17]([F:23])[C:11]3=[N:12][C:13]=2[N:14]([CH3:16])[CH:15]=1)=[O:5])[CH3:2]. Procedure details: Working under the conditions of Example 39, but starting with 3-ethoxycarbonyl-7,8,9-trifluoro-1-methyl-4-oxo-1,4-dihydrobenzo[b][1,8]naphthyridine (1.21 g) and (R)-2-phenylpiperazine (0.7 g), and after recrystallization in ethanol (22 cc) containing dimethylformamide (30%), (R)-3-ethoxycarbonyl-7,9-difluoro-1-methyl-4-oxo-8-(3-phenyl-1-piperazinyl)-1,4-dihydrobenzo[b][1,8]naphthyridine (1.02 g) is obtained in the form of a yellow solid, m.p. 216° C. Starting materials: COC(\C(=N/OC)\C1=C(C=CC=C1)OC=1C=C(C=CC1)C)=O (methyl-(Z)-2-[2-(3-tolyloxy)phenyl]-2-methoxyiminoacetate), C1(=CC(=CC=C1)OC1=C(C=CC=C1)OC(C=NOC)=O)C ([2-(3-tolyloxy)phenyl]-2-methoxyiminoacetate), CN (methylamine). As a reaction SMILES: C[O:2][C:3](=O)/[C:4](/[C:8]1[CH:13]=[CH:12][CH:11]=[CH:10][C:9]=1[O:14][C:15]1[CH:16]=[C:17]([CH3:21])[CH:18]=[CH:19][CH:20]=1)=[N:5]\[O:6][CH3:7].C1(C)C=CC=C(OC2C=CC=CC=2OC(=O)[CH:38]=[N:39]OC)C=1.CN>>[CH3:38][NH:39][C:3](=[O:2])/[C:4](/[C:8]1[CH:13]=[CH:12][CH:11]=[CH:10][C:9]=1[O:14][C:15]1[CH:16]=[C:17]([CH3:21])[CH:18]=[CH:19][CH:20]=1)=[N:5]\[O:6][CH3:7]. Product: CNC(\C(=N/OC)\C1=C(C=CC=C1)OC=1C=C(C=CC1)C)=O ((Z)-N-methyl-2-[2-(3-tolyloxy)phenyl]-2-methoxyiminoacetamide). Run at time 12 hour. Procedure: To Product (A') (286 mg), i.e. methyl-(Z)-2-[2-(3-tolyloxy)phenyl]-2-methoxyiminoacetate, [2-(3-tolyloxy)phenyl]-2-methoxyiminoacetate, 30 % methanolic methylamine (197 mg) was added, followed by stirring at room temperature for 12 hours. Excess amine and methanol were removed from the mixture, which was subjected to silica gel column chromatography with a mixture of hexane and ethyl acetate to give 201 mg of (Z)-N-methyl-2-[2-(3-tolyloxy)phenyl]-2-methoxyiminoacetamide (Compound No. 5). Reactants: FC1=C(C=O)C=CC(=C1F)F (2,3,4-trifluorobenzaldehyde), COC(C)(C)OC (2,2-dimethoxypropane). The reagents and catalysts are CC1=CC=C(C=C1)S(=O)(=O)O (4-methylbenzenesulfonic acid). Run in CCOCC (ether). Yields the product COC(C1=C(C(=C(C=C1)F)F)F)OC (1-(dimethoxymethyl)-2,3,4-trifluorobenzene). The yield is 71.7%. RXN SMILES: [F:1][C:2]1[C:9]([F:10])=[C:8]([F:11])C=C[C:3]=1[CH:4]=O.[CH3:12][O:13][C:14]([O:17][CH3:18])(C)[CH3:15]>CCOCC.CC1C=CC(S(O)(=O)=O)=CC=1>[CH3:12][O:13][CH:14]([O:17][CH3:18])[C:15]1[CH:4]=[CH:3][C:2]([F:1])=[C:9]([F:10])[C:8]=1[F:11]. Procedure details: A solution of 2,3,4-trifluorobenzaldehyde (25 g, 156.16 mmol), 2,2-dimethoxypropane (58.1 ml, 468.48 mmol), and 4-methylbenzenesulfonic acid (0.269 g, 1.56 mmol) was stirred at room temperature overnight. The reaction mixture diluted with ether and washed successively with aq. sodium bicarbonate solution, water, and brine. The organic layer dried over sodium sulfate and concentrated. The residue wasdistilled under high vacuum to give the title compound (23.07 g, 71.7%).